Dataset: the Open Reaction Database (ORD), a public repository of structured organic reaction records. Task: describe an organic reaction: reactants, conditions, products, and yield Reactants: COc1cc(N2CCN(CC(C)C)CC2)ccc1[N+](=O)[O-], CO, NN, O. Product: COc1cc(N2CCN(CC(C)C)CC2)ccc1N. Reaction SMILES: [CH3:1][O:2][c:3]1[cH:4][c:5]([N:12]2[CH2:13][CH2:14][N:15]([CH2:18][CH:19]([CH3:20])[CH3:21])[CH2:16][CH2:17]2)[cH:6][cH:7][c:8]1[N+:9]([O-:10])=[O:11].[CH3:25][OH:26].[NH2:23][NH2:24].[OH2:22]>>[CH3:1][O:2][c:3]1[cH:4][c:5]([N:12]2[CH2:13][CH2:14][N:15]([CH2:18][CH:19]([CH3:20])[CH3:21])[CH2:16][CH2:17]2)[cH:6][cH:7][c:8]1[NH2:9]. Reactants: Cl.COC1=CC=C(C=C1)NN (4-Methoxyphenylhydrazine hydrochloride), O=C(C(=O)OCC)CC(C)=O (ethyl 2,4-dioxovalerate). The solvent is C(C)O (ethanol), O (water). Yields the product C(C)OC(=O)C=1N(N=C(C1)C)C1=CC=C(C=C1)OC (2-(4-Methoxyphenyl)-5-methyl-2H-pyrazole-3-carboxylic acid ethyl ester), C(C)OC(=O)C1=NN(C(=C1)C)C1=CC=C(C=C1)OC (1-(4-methoxyphenyl)-5-methyl-1H-pyrazole-3-carboxylic acid ethyl ester). Reaction SMILES: Cl.[CH3:2][O:3][C:4]1[CH:9]=[CH:8][C:7]([NH:10][NH2:11])=[CH:6][CH:5]=1.O=[C:13]([CH2:19][C:20](=O)[CH3:21])[C:14]([O:16][CH2:17][CH3:18])=[O:15]>C(O)C.O>[CH2:17]([O:16][C:14]([C:13]1[N:10]([C:7]2[CH:8]=[CH:9][C:4]([O:3][CH3:2])=[CH:5][CH:6]=2)[N:11]=[C:20]([CH3:21])[CH:19]=1)=[O:15])[CH3:18].[CH2:17]([O:16][C:14]([C:13]1[CH:19]=[C:20]([CH3:21])[N:10]([C:7]2[CH:8]=[CH:9][C:4]([O:3][CH3:2])=[CH:5][CH:6]=2)[N:11]=1)=[O:15])[CH3:18] |f:0.1|. Procedure: 4-Methoxyphenylhydrazine hydrochloride (6.05 g, 34.8 mmol) and ethyl 2,4-dioxovalerate (4.45 mL, 31.6 mmol) were stirred overnight at 80° C. in ethanol (80 mL). After the solution was allowed to cool to room temperature, it was diluted with water and extracted with ethyl acetate. The organic layer was washed with water, 1 N HCl, and saturated sodium bicarbonate. Concentration and SiO2 chromatography with 20-30% ethyl acetate/hexanes gave 3.1 g of the title compound along with 2.9 g of 1-(4-metho... The reactants are C1CCNCC1, Cc1ccccc1, CC(C)(C)[O-], [Na+], O=C(C=Cc1ccccc1)C=Cc1ccccc1, O=C(C=Cc1ccccc1)C=Cc1ccccc1, O=C(C=Cc1ccccc1)C=Cc1ccccc1, [Pd], [Pd]. Yields the product c1ccc(N2CCCCC2)cc1. Reaction SMILES: [CH2:7]1[CH2:8][CH2:9][NH:10][CH2:11][CH2:12]1.[CH3:13][c:14]1[cH:15][cH:16][cH:17][cH:18][cH:19]1.[CH3:1][C:2]([CH3:3])([O-:4])[CH3:5].[Na+:6].[O:22]=[C:23]([CH:24]=[CH:25][c:26]1[cH:27][cH:28][cH:29][cH:30][cH:31]1)[CH:32]=[CH:33][c:34]1[cH:35][cH:36][cH:37][cH:38][cH:39]1.[O:40]=[C:41]([CH:42]=[CH:43][c:44]1[cH:45][cH:46][cH:47][cH:48][cH:49]1)[CH:50]=[CH:51][c:52]1[cH:53][cH:54][cH:55][cH:56][cH:57]1.[O:58]=[C:59]([CH:60]=[CH:61][c:62]1[cH:63][cH:64][cH:65][cH:66][cH:67]1)[CH:68]=[CH:69][c:70]1[cH:71][cH:72][cH:73][cH:74][cH:75]1.[Pd:20].[Pd:21]>>[CH2:7]1[CH2:8][CH2:9][N:10]([c:14]2[cH:15][cH:16][cH:17][cH:18][cH:19]2)[CH2:11][CH2:12]1. Starting materials: glass, CC(CCCCCC)=O (2-octanone), C(C)O (ethanol), [Rh(norbornadiene) (iso-propylmethylphenylphosphine)2 ]BF4, P (phosphine). Run in O (water). Conditions: temperature 75 celsius, time 3.5 hour. The product is CC(CCCCCC)O (2-octanol). RXN SMILES: P.[CH3:2][C:3](=[O:10])[CH2:4][CH2:5][CH2:6][CH2:7][CH2:8][CH3:9].C(O)C>O>[CH3:2][CH:3]([OH:10])[CH2:4][CH2:5][CH2:6][CH2:7][CH2:8][CH3:9]. Reported procedure: Into a 3 ounce glass pressure bottle are placed 173 milligrams of [Rh(norbornadiene) (iso-propylmethylphenylphosphine)2 ]BF4 ([α]D25 = +11.0° for the phosphine), 8.2 grams of 2-octanone, 5 ml absolute ethanol, and 0.12 ml water. The bottle is flushed and filled with hydrogen as in Example 1 to 43 psig hydrogen. The bottle is warmed to 75°C and the contents stirred for 3.5 hours. The reaction mass is distilled to afford almost pure 2-octanol, [α]D25 = +0.15°, optical purity = 1.5%. Reactants: O=C([O-])[O-], COCCOC, CS(C)=O, Fc1ccc(CBr)cc1Oc1ccccc1, [K+], [K+], O=C1c2ccccc2C(=O)N1O. Yields the product O=C1c2ccccc2C(=O)N1OCc1ccc(F)c(Oc2ccccc2)c1. As a reaction SMILES: [C:13](=[O:14])([O-:15])[O-:16].[CH2:35]([CH2:36][O:37][CH3:38])[O:39][CH3:40].[CH3:41][S:42](=[O:43])[CH3:44].[F:19][c:20]1[c:21]([O:28][c:29]2[cH:30][cH:31][cH:32][cH:33][cH:34]2)[cH:22][c:23]([CH2:24][Br:25])[cH:26][cH:27]1.[K+:17].[K+:18].[OH:1][N:2]1[C:3](=[O:12])[c:4]2[c:5]([cH:8][cH:9][cH:10][cH:11]2)[C:6]1=[O:7]>>[O:1]([N:2]1[C:3](=[O:12])[c:4]2[c:5]([cH:8][cH:9][cH:10][cH:11]2)[C:6]1=[O:7])[CH2:24][c:23]1[cH:22][c:21]([O:28][c:29]2[cH:30][cH:31][cH:32][cH:33][cH:34]2)[c:20]([F:19])[cH:27][cH:26]1. Starting materials: [OH-].[Na+] (NaOH), C1CCOC1 (THF), [OH-].[Na+] (NaOH), Cl (HCl), COC(C(CC1=CC(=C(C(=C1)C)C=1NC2=CC(=CC=C2C1)C=1OC(=NN1)C1=CC=C(C=C1)Cl)C)(C)C)=O (3-(4-{6-[5-(4-chloro-phenyl)-[1,3,4]oxadiazol-2-yl]-1H-indol-2-yl}-3,5-dimethyl-phenyl)-2,2-dimethyl-propionic acid methyl ester), ester, [OH-].[Na+] (NaOH), C1CCOC1 (THF). Run in O (water), CO (MeOH). Reaction conditions: temperature 50 celsius. The product is ClC1=CC=C(C=C1)C1=NN=C(O1)C1=CC=C2C=C(NC2=C1)C1=C(C=C(C=C1C)CC(C(=O)O)(C)C)C (3-(4-{6-[5-(4-Chloro-phenyl)-[1,3,4]oxadiazol-2-yl]-1H-indol-2-yl}-3,5-dimethyl-phenyl)-2,2-dimethyl-propionic acid). Reaction SMILES: C[O:2][C:3](=[O:37])[C:4]([CH3:36])([CH3:35])[CH2:5][C:6]1[CH:11]=[C:10]([CH3:12])[C:9]([C:13]2[NH:14][C:15]3[C:20]([CH:21]=2)=[CH:19][CH:18]=[C:17]([C:22]2[O:23][C:24]([C:27]4[CH:32]=[CH:31][C:30]([Cl:33])=[CH:29][CH:28]=4)=[N:25][N:26]=2)[CH:16]=3)=[C:8]([CH3:34])[CH:7]=1.[OH-].[Na+].C1COCC1.Cl>CO.O>[Cl:33][C:30]1[CH:31]=[CH:32][C:27]([C:24]2[O:23][C:22]([C:17]3[CH:16]=[C:15]4[C:20]([CH:21]=[C:13]([C:9]5[C:8]([CH3:34])=[CH:7][C:6]([CH2:5][C:4]([CH3:35])([CH3:36])[C:3]([OH:37])=[O:2])=[CH:11][C:10]=5[CH3:12])[NH:14]4)=[CH:19][CH:18]=3)=[N:26][N:25]=2)=[CH:28][CH:29]=1 |f:1.2|. Procedure: Suspend 3-(4-{6-[5-(4-chloro-phenyl)-[1,3,4]oxadiazol-2-yl]-1H-indol-2-yl}-3,5-dimethyl-phenyl)-2,2-dimethyl-propionic acid methyl ester (262 mg, 0.510 mmol) in MeOH (2.6 mL)/1 N NaOH (2.6 mL) and heat to 50° C. for 3 h. Add THF (2.6 mL) and heat to 50° C. for 15 h. Add 1 N NaOH (2.6 mL), THF (2.6 mL), and NaOH (225 mg, 5.63 mmol) in water (1 mL). Heat the reaction at 50° C. until the ester is not observed by LC/MS. Concentrate the reaction under reduced pressure. Adjust the pH to 2 with 1 N HCl... Reactants: COc1ccc(C#N)cc1, [CH2]C, C1CCOC1, CCOC(C)=O, Cl. RXN SMILES: [C:3]([c:4]1[cH:5][cH:6][c:7]([O:10][CH3:11])[cH:8][cH:9]1)#[N:12].[CH2:1][CH3:2].[CH2:20]1[CH2:23][CH2:22][CH2:21][O:24]1.[CH3:14][CH2:15][O:16][C:17]([CH3:18])=[O:19].[ClH:13]>>[C:3]([c:4]1[cH:5][cH:6][c:7]([O:10][CH3:11])[cH:8][cH:9]1)([CH2:18][C:17]([O:16][CH2:15][CH3:14])=[O:19])=[O:24]. The product is CCOC(=O)CC(=O)c1ccc(OC)cc1.